Dataset: the Open Reaction Database (ORD), a public repository of structured organic reaction records. Task: describe an organic reaction: reactants, conditions, products, and yield The reactants are O=C1NC(=O)C2C1CCC(Br)C2Br, O=C(Cl)c1c(Br)c(Br)c(Br)c(Br)c1Br, c1ccncc1, c1ccccc1. Yields the product O=C(c1c(Br)c(Br)c(Br)c(Br)c1Br)N1C(=O)C2CCC(Br)C(Br)C2C1=O. RXN SMILES: [Br:1][CH:2]1[CH:3]2[CH:4]([C:5](=[O:6])[NH:7][C:8]2=[O:9])[CH2:10][CH2:11][CH:12]1[Br:13].[Br:20][c:21]1[c:22]([Br:33])[c:23]([Br:32])[c:24]([Br:31])[c:25]([Br:30])[c:26]1[C:27](=[O:28])[Cl:29].[cH:14]1[cH:15][cH:16][n:17][cH:18][cH:19]1.[cH:34]1[cH:35][cH:36][cH:37][cH:38][cH:39]1>>[Br:1][CH:2]1[CH:3]2[CH:4]([C:5](=[O:6])[N:7]([C:27]([c:26]3[c:21]([Br:20])[c:22]([Br:33])[c:23]([Br:32])[c:24]([Br:31])[c:25]3[Br:30])=[O:28])[C:8]2=[O:9])[CH2:10][CH2:11][CH:12]1[Br:13].